From a dataset of the Open Reaction Database (ORD), a public repository of structured organic reaction records. describe an organic reaction: reactants, conditions, products, and yield The reactants are [OH-].[Li+] (lithium hydroxide), C(C)(=O)OCC (ethyl acetate), C[C@@H]1N(C(O[C@H]1C1=CC=CC=C1)=O)C([C@@H](C)C1=C(C=CC=C1)OC)=O ((4S,5S)-4-methyl-5-phenyl-3-[(S)-2-(2-methoxyphenyl)propionyl]-oxazolidin-2-one). The solvent is O1CCCC1 (tetrahydrofuran), O (water). Conditions: time 3 hour. The product is COC1=C(C=CC=C1)[C@@H](C(=O)O)C ((S)-2-(2-methoxyphenyl)propionic acid). As a reaction SMILES: [OH-].[Li+].C[C@H]1[C@H](C2C=CC=CC=2)OC(=O)N1[C:16](=[O:27])[C@H:17]([C:19]1[CH:24]=[CH:23][CH:22]=[CH:21][C:20]=1[O:25][CH3:26])[CH3:18].C(OCC)(=[O:30])C>O1CCCC1.O>[CH3:26][O:25][C:20]1[CH:21]=[CH:22][CH:23]=[CH:24][C:19]=1[C@H:17]([CH3:18])[C:16]([OH:27])=[O:30] |f:0.1|. Procedure details: 1.52 g of lithium hydroxide are added to a solution, cooled to +5° C., of 4.1 g of (4S,5S)-4-methyl-5-phenyl-3-[(S)-2-(2-methoxyphenyl)propionyl]-oxazolidin-2-one in 60 cm3 of tetrahydrofuran and 30 cm3 of water. The reaction mixture is stirred at this temperature for 3 hours and, after returning to room temperature, ethyl acetate is subsequently added, the mixture is decanted, the aqueous phase is acidified with an aqueous 1N solution of hydrochloric acid and extracted with ethyl acetate and th... Starting materials: CCCCP(CCCC)CCCC, CCCCCC, Cc1ccccc1, Cc1cc(OCCCS(C)(=O)=O)c(F)c(C)c1-c1cccc(CO)c1, O=C(N=NC(=O)N1CCCCC1)N1CCCCC1, C1CCOC1, COC(=O)CC1COc2cc(O)ccc21. The product is COC(=O)CC1COc2cc(OCc3cccc(-c4c(C)cc(OCCCS(C)(=O)=O)c(F)c4C)c3)ccc21. Reaction SMILES: [CH2:41]([P:42]([CH2:43][CH2:44][CH2:45][CH3:46])[CH2:47][CH2:48][CH2:49][CH3:50])[CH2:51][CH2:52][CH3:53].[CH3:72][CH2:73][CH2:74][CH2:75][CH2:76][CH3:77].[CH3:83][c:84]1[cH:85][cH:86][cH:87][cH:88][cH:89]1.[F:16][c:17]1[c:18]([CH3:40])[c:19](-[c:32]2[cH:33][c:34]([CH2:38][OH:39])[cH:35][cH:36][cH:37]2)[c:20]([CH3:31])[cH:21][c:22]1[O:23][CH2:24][CH2:25][CH2:26][S:27](=[O:28])(=[O:29])[CH3:30].[N:54]([C:55]([N:56]1[CH2:57][CH2:58][CH2:59][CH2:60][CH2:61]1)=[O:62])=[N:63][C:64]([N:65]1[CH2:66][CH2:67][CH2:68][CH2:69][CH2:70]1)=[O:71].[O:78]1[CH2:79][CH2:80][CH2:81][CH2:82]1.[OH:1][c:2]1[cH:3][c:4]2[c:5]([cH:14][cH:15]1)[CH:6]([CH2:9][C:10](=[O:11])[O:12][CH3:13])[CH2:7][O:8]2>>[O:1]([c:2]1[cH:3][c:4]2[c:5]([cH:14][cH:15]1)[CH:6]([CH2:9][C:10](=[O:11])[O:12][CH3:13])[CH2:7][O:8]2)[CH2:38][c:34]1[cH:33][c:32](-[c:19]2[c:18]([CH3:40])[c:17]([F:16])[c:22]([O:23][CH2:24][CH2:25][CH2:26][S:27](=[O:28])(=[O:29])[CH3:30])[cH:21][c:20]2[CH3:31])[cH:37][cH:36][cH:35]1. Yields the product O=CN1CC2CC2(c2ccc(Cl)cc2)C1. As a reaction SMILES: [CH3:14][C:15](=[O:16])[O:17][C:18](=[O:19])[CH3:20].[CH:21]([OH:22])=[O:23].[Cl:1][c:2]1[cH:3][cH:4][c:5]([C:8]23[CH2:9][NH:10][CH2:11][CH:12]2[CH2:13]3)[cH:6][cH:7]1>>[Cl:1][c:2]1[cH:3][cH:4][c:5]([C:8]23[CH2:9][N:10]([CH:15]=[O:16])[CH2:11][CH:12]2[CH2:13]3)[cH:6][cH:7]1. Reactants: CC(=O)OC(C)=O, O=CO, Clc1ccc(C23CNCC2C3)cc1. Starting materials: CN(C1=NC(=C(C(=N1)OC)O)CCCCCCCCCCOCOC)C (2-(dimethylamino)-4-methoxy-6-(10-(methoxymethoxy)decyl)pyrimidin-5-ol). Reagents/catalysts: Cl (HCl). Run in CO (methanol). The product is CN(C1=NC(=C(C(=N1)CCCCCCCCCCO)O)OC)C (2-(dimethylamino)-4-(10-hydroxydecyl)-6-methoxypyrimidin-5-ol). As a reaction SMILES: [CH3:1][N:2]([CH3:26])[C:3]1[N:8]=[C:7]([O:9][CH3:10])[C:6]([OH:11])=[C:5]([CH2:12][CH2:13][CH2:14][CH2:15][CH2:16][CH2:17][CH2:18][CH2:19][CH2:20][CH2:21][O:22]COC)[N:4]=1>CO.Cl>[CH3:26][N:2]([CH3:1])[C:3]1[N:4]=[C:5]([CH2:12][CH2:13][CH2:14][CH2:15][CH2:16][CH2:17][CH2:18][CH2:19][CH2:20][CH2:21][OH:22])[C:6]([OH:11])=[C:7]([O:9][CH3:10])[N:8]=1. Reported procedure: To a stirred solution containing 20 mg (0.054 mmol) of 2-(dimethylamino)-4-methoxy-6-(10-(methoxymethoxy)decyl)pyrimidin-5-ol in 5 mL of methanol were added 2 drops of concentrated HCl. The reaction mixture was stirred at reflux for 16 h. The reaction mixture was concentrated under diminished pressure and the residue was purified by chromatography on a silica gel column (8×1 cm). Elution with 1:2 hexanes-ethyl acetate afforded the expected product as white solid: yield 7 mg (40%); mp: 104-105° C... Reactants: C1CNCCN1, O=Cc1c(Cl)n(-c2ccccc2)c2ccccc12, C1COCCO1, O. Product: O=Cc1c(N2CCNCC2)n(-c2ccccc2)c2ccccc12. As a reaction SMILES: [CH2:19]1[CH2:20][NH:21][CH2:22][CH2:23][NH:24]1.[Cl:1][c:2]1[n:3](-[c:13]2[cH:14][cH:15][cH:16][cH:17][cH:18]2)[c:4]2[cH:5][cH:6][cH:7][cH:8][c:9]2[c:10]1[CH:11]=[O:12].[O:25]1[CH2:26][CH2:27][O:28][CH2:29][CH2:30]1.[OH2:31]>>[c:2]1([N:21]2[CH2:20][CH2:19][NH:24][CH2:23][CH2:22]2)[n:3](-[c:13]2[cH:14][cH:15][cH:16][cH:17][cH:18]2)[c:4]2[cH:5][cH:6][cH:7][cH:8][c:9]2[c:10]1[CH:11]=[O:12]. Reactants: BrBr, O=C([O-])[O-], COc1ccc(-c2nc(C(F)(F)F)c[nH]2)cc1, ClC(Cl)Cl, [Na+], [Na+]. The product is COc1ccc(-c2nc(Br)c(C(F)(F)F)[nH]2)cc1. RXN SMILES: [Br:18][Br:19].[C:20](=[O:21])([O-:22])[O-:23].[CH3:1][O:2][c:3]1[cH:4][cH:5][c:6](-[c:9]2[nH:10][cH:11][c:12]([C:14]([F:15])([F:16])[F:17])[n:13]2)[cH:7][cH:8]1.[Cl:26][CH:27]([Cl:28])[Cl:29].[Na+:24].[Na+:25]>>[CH3:1][O:2][c:3]1[cH:4][cH:5][c:6](-[c:9]2[n:10][c:11]([Br:18])[c:12]([C:14]([F:15])([F:16])[F:17])[nH:13]2)[cH:7][cH:8]1. Reactants: Cl (Hydrochloric acid), FC1=C(CC2(CN(CCC2)C(=O)OC(C)(C)C)COC)C=CC=C1 (tert-butyl 3-(2-fluorobenzyl)-3-(methoxymethyl)piperidine-1-carboxylate). The solvent is O1CCOCC1 (dioxane), O1CCOCC1 (1,4-dioxane). Reaction conditions: time 4 hour. Product: FC1=C(CC2(CNCCC2)COC)C=CC=C1 (3-(2-Fluorobenzyl)-3-(methoxymethyl)piperidine). RXN SMILES: Cl.[F:2][C:3]1[CH:25]=[CH:24][CH:23]=[CH:22][C:4]=1[CH2:5][C:6]1([CH2:19][O:20][CH3:21])[CH2:11][CH2:10][CH2:9][N:8](C(OC(C)(C)C)=O)[CH2:7]1>O1CCOCC1>[F:2][C:3]1[CH:25]=[CH:24][CH:23]=[CH:22][C:4]=1[CH2:5][C:6]1([CH2:19][O:20][CH3:21])[CH2:11][CH2:10][CH2:9][NH:8][CH2:7]1. Procedure details: Hydrochloric acid in dioxane (1.5 mL, 4M) was added to a flask containing tert-butyl 3-(2-fluorobenzyl)-3-(methoxymethyl)piperidine-1-carboxylate (0.415 g, 1.23 mmol). 1,4-dioxane (1.5 mL) was added to the reaction mixture. The reaction was allowed to stir for 4 hours. Upon reaction completion, the reaction was concentrated, and 337 mg of crude product was recovered and progressed to the next step without further purification. The reactants are O (Water), OC1=CC=C(C(=O)O)C=C1 (4-hydroxybenzoic acid), ClCC(=O)N(CC)CC (2-chloro-N,N-diethylacetamide), [I-].[Na+] (sodium iodide). Solvent: CN(C=O)C (N,N-dimethylformamide). Conditions: time 18 hour. Product: OC1=CC=C(C(=O)OCC(=O)N(CC)CC)C=C1 (2-(4-HYDROXYBENZOYLOXY)-N,N-DIETHYLACETAMIDE). Reaction SMILES: [OH:1][C:2]1[CH:10]=[CH:9][C:5]([C:6]([OH:8])=[O:7])=[CH:4][CH:3]=1.Cl[CH2:12][C:13]([N:15]([CH2:18][CH3:19])[CH2:16][CH3:17])=[O:14].[I-].[Na+].O>CN(C)C=O>[OH:1][C:2]1[CH:10]=[CH:9][C:5]([C:6]([O:8][CH2:12][C:13]([N:15]([CH2:18][CH3:19])[CH2:16][CH3:17])=[O:14])=[O:7])=[CH:4][CH:3]=1 |f:2.3|. Reported procedure: A mixture of 4-hydroxybenzoic acid (1.38 g, 0.01 mol), 2-chloro-N,N-diethylacetamide (1.4 g, 0.01 mol) triethylamine (1.44 ml. 0.01 mol) and sodium iodide (150 mg, 0.001 mol) in N,N-dimethylformamide (6 ml) was stirred at room temperature for 18 h. Water (100 ml) was added and the mixture allowed to stand at 4° C. for 5 h. The title compound was isolated by filtration, washed with water and recrystallized from ethanol-water to give 1.8 g. Mp 148°-149° C. Reactants: CN1C(NC(C1)=O)=O (1-methylimidazolidine-2,4-dione), C(CC)C1=C(C=CC=2C(=NOC21)C(F)(F)F)OCCCBr (7-propyl-3-(trifluoromethyl)-6-(3-bromopropyloxy)-1,2-benzisoxazole). The product is CN1C(N(C(C1)=O)CCCOC1=C(C2=C(C(=NO2)C(F)(F)F)C=C1)CCC)=O (1-methyl-3-(3-{[7-propyl-3-(trifluoromethyl)-1,2-benzisoxazol-6-yl]oxy}propyl)imidazolidine-2,4-dione). RXN SMILES: [CH3:1][N:2]1[CH2:6][C:5](=[O:7])[NH:4][C:3]1=[O:8].[CH2:9]([C:12]1[C:20]2[O:19][N:18]=[C:17]([C:21]([F:24])([F:23])[F:22])[C:16]=2[CH:15]=[CH:14][C:13]=1[O:25][CH2:26][CH2:27][CH2:28]Br)[CH2:10][CH3:11]>>[CH3:1][N:2]1[CH2:6][C:5](=[O:7])[N:4]([CH2:28][CH2:27][CH2:26][O:25][C:13]2[CH:14]=[CH:15][C:16]3[C:17]([C:21]([F:23])([F:24])[F:22])=[N:18][O:19][C:20]=3[C:12]=2[CH2:9][CH2:10][CH3:11])[C:3]1=[O:8]. Reported procedure: 1-Methyl-3-(3-{[7-propyl-3-(trifluoromethyl)-1,2-benzisoxazol-6-yl]oxy}propyl)imidazolidine-2,4-dione was prepared as for Example 10 from 1-methylimidazolidine-2,4-dione and the bromide from Example 7. After aqueous work-up and silica gel chromatography, the title compound was obtained. Starting materials: O=C([O-])O, ClCCl, COC(=O)CC(=O)CCC=C(C)CCC=C(C)C, O=C(OO)c1cccc(Cl)c1, [Na+]. Yields the product COC(=O)CC(=O)CCC=C(C)CCC1OC1(C)C. Reaction SMILES: [C:30](=[O:31])([OH:32])[O-:33].[CH2:35]([Cl:36])[Cl:37].[CH3:12][C:13](=[CH:14][CH2:15][CH2:16][C:17]([CH2:18][C:19](=[O:20])[O:21][CH3:22])=[O:23])[CH2:24][CH2:25][CH:26]=[C:27]([CH3:28])[CH3:29].[Cl:1][c:2]1[cH:3][cH:4][cH:5][c:6]([C:7]([O:8][OH:10])=[O:9])[cH:11]1.[Na+:34]>>[O:9]1[CH:26]([CH2:25][CH2:24][C:13]([CH3:12])=[CH:14][CH2:15][CH2:16][C:17]([CH2:18][C:19](=[O:20])[O:21][CH3:22])=[O:23])[C:27]1([CH3:28])[CH3:29].